This data is from the Open Reaction Database (ORD), a public repository of structured organic reaction records. The task is: describe an organic reaction: reactants, conditions, products, and yield Starting materials: ethyl ester, carboxylic acid, BrCCCCCCCCCCCCCCCCNC1=CC=C(C(=O)N2CSCC2C(=O)OCC)C=C1 (3-[4-(16-bromohexadecylamino)benzoyl]-4-carbethoxythiazolidine). The solvent is C([O-])(O)=O.[Na+].CC(=O)C (acetone sodium bicarbonate). The product is BrCCCCCCCCCCCCCCCCNC1=CC=C(C(=O)N2CSCC2C(=O)O)C=C1 (3-[4-(16-bromohexadecylamino)benzoyl]-4-carboxythiazolidine). As a reaction SMILES: [Br:1][CH2:2][CH2:3][CH2:4][CH2:5][CH2:6][CH2:7][CH2:8][CH2:9][CH2:10][CH2:11][CH2:12][CH2:13][CH2:14][CH2:15][CH2:16][CH2:17][NH:18][C:19]1[CH:36]=[CH:35][C:22]([C:23]([N:25]2[CH:29]([C:30]([O:32]CC)=[O:31])[CH2:28][S:27][CH2:26]2)=[O:24])=[CH:21][CH:20]=1>C(=O)(O)[O-].[Na+].CC(C)=O>[Br:1][CH2:2][CH2:3][CH2:4][CH2:5][CH2:6][CH2:7][CH2:8][CH2:9][CH2:10][CH2:11][CH2:12][CH2:13][CH2:14][CH2:15][CH2:16][CH2:17][NH:18][C:19]1[CH:20]=[CH:21][C:22]([C:23]([N:25]2[CH:29]([C:30]([OH:32])=[O:31])[CH2:28][S:27][CH2:26]2)=[O:24])=[CH:35][CH:36]=1 |f:1.2.3|. Procedure details: One-tenth mole of 4-(16-bromohexadecylamino)benzoyl chloride hydrochloride in methylene chloride is added to a solution of 0.1 mole of ethyl thiazolidine-4-carboxylate in chloroform containing two equivalents of triethylamine. After 5 hours at 20° C. the solution is filtered and evaporated to a white solid which is recrystallized from acetonitrile to yield 3-[4-(16-bromohexadecylamino)benzoyl]-4-carbethoxythiazolidine. By means of the alkaline hydrolysis method of Example 10, the ethyl ester is ... The reactants are replacement solvent, C[Si]([N-][Si](C)(C)C)(C)C (hexamethyldisilazide), C(CCC)[Li] (n-butyl lithium). Conditions: temperature 0 celsius. The product is C[Si]([N-][Si](C)(C)C)(C)C.[Li+] (lithium hexamethyldisilazide). As a reaction SMILES: [CH3:1][Si:2]([CH3:9])([CH3:8])[N-:3][Si:4]([CH3:7])([CH3:6])[CH3:5].C([Li:14])CCC>>[CH3:1][Si:2]([CH3:9])([CH3:8])[N-:3][Si:4]([CH3:7])([CH3:6])[CH3:5].[Li+:14] |f:2.3|. Reported procedure: In a dry 100 mL 3-neck flask, equipped with a magnetic stirrer, was placed 5 mL of the replacement solvent to be investigated. To this was added hexamethyldisilazide (HMDS, 0.360 mL, 1.17 mmol). The mixture is cooled to 0° C. and n-butyl lithium was added in a 1:1 mole ratio. The reaction is stirred (ca. {fraction (1/2)}h) to obtain lithium hexamethyldisilazide (LHMDS).